Task: describe an organic reaction: reactants, conditions, products, and yield. Dataset: the Open Reaction Database (ORD), a public repository of structured organic reaction records Starting materials: CC(C)C1=C(C(=CC=C1)C(C)C)CC(=O)C=1C(=C(C(=CC1)C(C)C)OS(N)(=O)=O)C(C)C (Sulfamic acid[[2,6-bis(1-methylethyl)phenyl]-acetyl]-2,6-bis(1-methylethyl)phenyl ester), C(C)(C)C1=C(C(=CC=C1)C(C)C)CC(=O)O (2,6-diisopropylphenylacetic acid), α-phenylcyclohexanecarboxylic acid. The product is C1(CCCCC1)C(C(=O)C=1C(=C(C(=CC1)C(C)C)OS(N)(=O)=O)C(C)C)C1=CC=CC=C1 (sulfamic acid(cyclohexylphenylacetyl)-2,6-bis (1-methylethyl)phenyl ester). RXN SMILES: CC([C:4]1[CH:9]=[CH:8][CH:7]=[C:6](C(C)C)[C:5]=1[CH2:13][C:14]([C:16]1[C:17]([CH:30]([CH3:32])[CH3:31])=[C:18]([O:25][S:26](=[O:29])(=[O:28])[NH2:27])[C:19]([CH:22]([CH3:24])[CH3:23])=[CH:20][CH:21]=1)=[O:15])C.C([C:36]1[CH:41]=[CH:40][CH:39]=[C:38](C(C)C)[C:37]=1CC(O)=O)(C)C>>[CH:5]1([CH:13]([C:36]2[CH:41]=[CH:40][CH:39]=[CH:38][CH:37]=2)[C:14]([C:16]2[C:17]([CH:30]([CH3:32])[CH3:31])=[C:18]([O:25][S:26](=[O:29])(=[O:28])[NH2:27])[C:19]([CH:22]([CH3:24])[CH3:23])=[CH:20][CH:21]=2)=[O:15])[CH2:6][CH2:7][CH2:8][CH2:9][CH2:4]1. Procedure details: This compound was prepared in the same manner as for the title compound of Example 1, except that 2,6-diisopropylphenylacetic acid was replaced with α-phenylcyclohexanecarboxylic acid, mp 127°-137° C. The reactants are OC1=C(C(=O)OC)C=CC(=C1)O (methyl 2,4-dihydroxybenzoate), C([O-])([O-])=O.[K+].[K+] (potassium carbonate), C(C)C(CBr)CCCC (2-ethylhexyl bromide), Cl (hydrochloric acid). The solvent is CN(C=O)C (dimethylformamide). Conditions: temperature 80 celsius, time 5.5 hour. Yields the product C(C)C(COC1=CC(=C(C(=O)OC)C=C1)O)CCCC (methyl 4-(2-ethylhexyloxy)-2-hydroxybenzoate). Isolated yield 70.3%. Reaction SMILES: [OH:1][C:2]1[CH:11]=[C:10]([OH:12])[CH:9]=[CH:8][C:3]=1[C:4]([O:6][CH3:7])=[O:5].C(=O)([O-])[O-].[K+].[K+].[CH2:19]([CH:21]([CH2:24][CH2:25][CH2:26][CH3:27])[CH2:22]Br)[CH3:20].Cl>CN(C)C=O>[CH2:19]([CH:21]([CH2:24][CH2:25][CH2:26][CH3:27])[CH2:22][O:12][C:10]1[CH:9]=[CH:8][C:3]([C:4]([O:6][CH3:7])=[O:5])=[C:2]([OH:1])[CH:11]=1)[CH3:20] |f:1.2.3|. Procedure details: To 30 ml of dimethylformamide (DMF) were added 5.00 g (29.9 mmol) of methyl 2,4-dihydroxybenzoate and 4.52 g (32.7 mmol) of potassium carbonate, and 6.32 g (32.7 mmol) of 2-ethylhexyl bromide was added thereto dropwise at room temperature. After the dropwise addition, the mixture was stirred at 80° C. for 5.5 hours. The reaction mixture was added to 200 ml of dilute hydrochloric acid and extracted with a 150 ml portion and two 50 ml portions of ethyl acetate. The resulting extract was washed suc... The reactants are potassium t-butylate, [N+](=O)([O-])C=1C=C(C=CC1)N=C=S (m-nitrophenyl isothiocyanate), [SH-].[K+] (potassium hydrosulfide), C(C)(C)(C)O (t-butyl alcohol), S (hydrogen sulfide). Solvent: CCOCC (ether). Reaction conditions: time 2 hour. Product: [N+](=O)([O-])C=1C=C(C=CC1)NC([S-])=S.[K+] (potassium m-nitrophenyldithiocarbamate). As a reaction SMILES: C(O)(C)(C)C.[SH2:6].[N+:7]([C:10]1[CH:11]=[C:12]([N:16]=[C:17]=[S:18])[CH:13]=[CH:14][CH:15]=1)([O-:9])=[O:8].[SH-].[K+:20]>CCOCC>[N+:7]([C:10]1[CH:11]=[C:12]([NH:16][C:17](=[S:6])[S-:18])[CH:13]=[CH:14][CH:15]=1)([O-:9])=[O:8].[K+:20] |f:3.4,6.7|. Procedure: A mixture of 75.0 grams of potassium t-butylate in 500 ml. of t-butyl alcohol is saturated with hydrogen sulfide. With the temperature kept below 35°C. by cooling, a mixture of 120.0 grams of m-nitrophenyl isothiocyanate in 500 ml. of ether is added to the potassium hydrosulfide solution in three portions. After the mixture is stirred an additional 2 hours, the solids are collected by filtration, washed with ether, and dried under vacuum to give 162 grams of potassium m-nitrophenyldithiocarbamat... Starting materials: O=C([O-])[O-], CCI, CCOC(C)=O, [K+], [K+], CN(C)C=O, COCC1CN(c2ccc3cc(O)ccc3c2)C(=O)O1. The product is CCOc1ccc2cc(N3CC(COC)OC3=O)ccc2c1. RXN SMILES: [C:1](=[O:2])([O-:3])[O-:4].[CH2:7]([CH3:8])[I:9].[CH3:35][CH2:36][O:37][C:38](=[O:39])[CH3:40].[K+:5].[K+:6].[O:30]=[CH:31][N:32]([CH3:33])[CH3:34].[OH:10][c:11]1[cH:12][c:13]2[cH:14][cH:15][c:16]([N:21]3[C:22](=[O:29])[O:23][CH:24]([CH2:26][O:27][CH3:28])[CH2:25]3)[cH:17][c:18]2[cH:19][cH:20]1>>[CH2:7]([CH3:8])[O:10][c:11]1[cH:12][c:13]2[cH:14][cH:15][c:16]([N:21]3[C:22](=[O:29])[O:23][CH:24]([CH2:26][O:27][CH3:28])[CH2:25]3)[cH:17][c:18]2[cH:19][cH:20]1.